This data is from the Open Reaction Database (ORD), a public repository of structured organic reaction records. The task is: describe an organic reaction: reactants, conditions, products, and yield Reactants: C(C1=CC=CC=C1)Cl (benzyl chloride), [NH4+].[Cl-] (NH4Cl), [H-].[Na+] (NaH), C(C1=CC=CC=C1)[C@H]1C(NC2(N1)CCN(CC2)C(=O)OC(C)(C)C)=O (tert-butyl 3-(S)-benzyl-2-oxo-1,4,8-triazaspiro[4,5]decane-8-carboxylate), C(C1=CC=CC=C1)Cl (benzyl chloride). Run in C1CCOC1 (THF). Conditions: temperature 0 celsius, time 1 hour. Product: C(C)(C)(C)OC(=O)N1CCC2(N[C@H](C(N2CC2=CC=CC=C2)=O)CC2=CC=CC=C2)CC1 (tert-butyl-1,3-(S)-dibenzyl-2-oxo-1,4,8-triazaspiro[4,5]decane-8-carboxylate). Reaction SMILES: [H-].[Na+].[CH2:3]([C@@H:10]1[NH:14][C:13]2([CH2:19][CH2:18][N:17]([C:20]([O:22][C:23]([CH3:26])([CH3:25])[CH3:24])=[O:21])[CH2:16][CH2:15]2)[NH:12][C:11]1=[O:27])[C:4]1[CH:9]=[CH:8][CH:7]=[CH:6][CH:5]=1.[CH2:28](Cl)[C:29]1[CH:34]=[CH:33][CH:32]=[CH:31][CH:30]=1.[NH4+].[Cl-]>C1COCC1>[C:23]([O:22][C:20]([N:17]1[CH2:16][CH2:15][C:13]2([N:12]([CH2:28][C:29]3[CH:34]=[CH:33][CH:32]=[CH:31][CH:30]=3)[C:11](=[O:27])[C@H:10]([CH2:3][C:4]3[CH:9]=[CH:8][CH:7]=[CH:6][CH:5]=3)[NH:14]2)[CH2:19][CH2:18]1)=[O:21])([CH3:24])([CH3:26])[CH3:25] |f:0.1,4.5|. Procedure: NaH (1.26 g, 52.5 mmol) was added at RT to a solution of tert-butyl 3-(S)-benzyl-2-oxo-1,4,8-triazaspiro[4,5]decane-8-carboxylate (12.1 g, 35 mmol) in THF (250 ml). After stirring for 1 h at 0° C., benzyl chloride (4.9 g, 38.5 mmol) was added dropwise, and the mixture was allowed to warm to RT and heated for 60 h under reflux. Subsequently, benzyl chloride (2.4 g, 19 mmol) was again added and the mixture was heated under reflux for a further 16 h. The reaction mixture was treated with aqueous sa...